This data is from the Open Reaction Database (ORD), a public repository of structured organic reaction records. The task is: describe an organic reaction: reactants, conditions, products, and yield The product is O1CCOC2=C1C=CC(=C2)NC2=NC=CC(=N2)C=2C(=NN1C2C=CC=C1)C1=CC(=CC=C1)[N+](=O)[O-] (N-(2,3-Dihydro-1,4-benzodioxin-6-yl)-4-[2-(3-nitrophenyl)pyrazolo[1,5-a]pyridin-3-yl]-2-pyrimidinamine). Reactants: CS(=O)C1=NC=CC(=N1)C=1C(=NN2C1C=CC=C2)C2=CC(=CC=C2)[N+](=O)[O-] (3-[2-(methylsulfinyl)-4-pyrimidinyl]-2-(3-nitrophenyl)pyrazolo[1,5-a]pyridine), O1CCOC2=C1C=CC(=C2)N (1,4-benzodioxan-6-amine). RXN SMILES: CS([C:4]1[N:9]=[C:8]([C:10]2[C:11]([C:19]3[CH:24]=[CH:23][CH:22]=[C:21]([N+:25]([O-:27])=[O:26])[CH:20]=3)=[N:12][N:13]3[CH:18]=[CH:17][CH:16]=[CH:15][C:14]=23)[CH:7]=[CH:6][N:5]=1)=O.[O:28]1[C:33]2[CH:34]=[CH:35][C:36]([NH2:38])=[CH:37][C:32]=2[O:31][CH2:30][CH2:29]1>C(O)C.Cl.C(Cl)Cl>[O:28]1[C:33]2[CH:34]=[CH:35][C:36]([NH:38][C:4]3[N:9]=[C:8]([C:10]4[C:11]([C:19]5[CH:24]=[CH:23][CH:22]=[C:21]([N+:25]([O-:27])=[O:26])[CH:20]=5)=[N:12][N:13]5[CH:18]=[CH:17][CH:16]=[CH:15][C:14]=45)[CH:7]=[CH:6][N:5]=3)=[CH:37][C:32]=2[O:31][CH2:30][CH2:29]1. Conditions: temperature 160 celsius. The solvent is C(C)O (ethanol), C(Cl)Cl (DCM). The reagents and catalysts are Cl (HCl). The yield is 67.0%. Procedure: To a solution of 3-[2-(methylsulfinyl)-4-pyrimidinyl]-2-(3-nitrophenyl)pyrazolo[1,5-a]pyridine (1.32 g, 3.49 mmol) in ethanol (4.0 mL) is added 1,4-benzodioxan-6-amine (0.56 mL, 4.54 mmol) and conc. HCl (3 drops). The dark mixture is heated in a microwave apparatus at 160° C. for 20 min. The mixture is monitored, and heated for an additional 10 min. The mixture is diluted with DCM and concentrated to a brown foam. The crude material is purified by silica gel chromatography (30-50% EtOAc/hexanes)... Reactants: O=C([O-])[O-], COC(=O)c1c(N)c2cnccc2n1C1CC1, Cc1ccccc1, [Cs+], [Cs+], C[Si](C)(C)c1ccc(OS(=O)(=O)C(F)(F)F)c(F)c1, O=C(C=Cc1ccccc1)C=Cc1ccccc1, O=C(C=Cc1ccccc1)C=Cc1ccccc1, O=C(C=Cc1ccccc1)C=Cc1ccccc1, [Pd], [Pd]. Yields the product COC(=O)c1c(Nc2ccc([Si](C)(C)C)cc2F)c2cnccc2n1C1CC1. As a reaction SMILES: [C:37](=[O:38])([O-:39])[O-:40].[CH3:1][O:2][C:3](=[O:4])[c:5]1[c:6]([NH2:17])[c:7]2[cH:8][n:9][cH:10][cH:11][c:12]2[n:13]1[CH:14]1[CH2:15][CH2:16]1.[CH3:43][c:44]1[cH:45][cH:46][cH:47][cH:48][cH:49]1.[Cs+:41].[Cs+:42].[F:18][c:19]1[c:20]([O:29][S:30]([C:31]([F:32])([F:33])[F:34])(=[O:35])=[O:36])[cH:21][cH:22][c:23]([Si:25]([CH3:26])([CH3:27])[CH3:28])[cH:24]1.[O:52]=[C:53]([CH:54]=[CH:55][c:56]1[cH:57][cH:58][cH:59][cH:60][cH:61]1)[CH:62]=[CH:63][c:64]1[cH:65][cH:66][cH:67][cH:68][cH:69]1.[O:70]=[C:71]([CH:72]=[CH:73][c:74]1[cH:75][cH:76][cH:77][cH:78][cH:79]1)[CH:80]=[CH:81][c:82]1[cH:83][cH:84][cH:85][cH:86][cH:87]1.[O:88]=[C:89]([CH:90]=[CH:91][c:92]1[cH:93][cH:94][cH:95][cH:96][cH:97]1)[CH:98]=[CH:99][c:100]1[cH:101][cH:102][cH:103][cH:104][cH:105]1.[Pd:50].[Pd:51]>>[CH3:1][O:2][C:3](=[O:4])[c:5]1[c:6]([NH:17][c:20]2[c:19]([F:18])[cH:24][c:23]([Si:25]([CH3:26])([CH3:27])[CH3:28])[cH:22][cH:21]2)[c:7]2[cH:8][n:9][cH:10][cH:11][c:12]2[n:13]1[CH:14]1[CH2:15][CH2:16]1. Starting materials: [Br-], [Mg+]c1ccc(Cl)cc1, CCOC(=O)c1cc2c([nH]1)C(=O)CC2. The product is CCOC(=O)c1cc2c([nH]1)C(c1ccc(Cl)cc1)CC2. RXN SMILES: [Br-:15].[Cl:16][c:17]1[cH:18][cH:19][c:20]([Mg+:23])[cH:21][cH:22]1.[O:1]=[C:2]1[CH2:3][CH2:4][c:5]2[c:6]1[nH:7][c:8]([C:10](=[O:11])[O:12][CH2:13][CH3:14])[cH:9]2>>[CH:2]1([c:20]2[cH:19][cH:18][c:17]([Cl:16])[cH:22][cH:21]2)[CH2:3][CH2:4][c:5]2[c:6]1[nH:7][c:8]([C:10](=[O:11])[O:12][CH2:13][CH3:14])[cH:9]2. Reactants: CCN=C=NCCCN(C)C (EDAC), C=1C=CC2=C(C1)N=NN2O (HOBT), CN1CCOCC1 (NMM), COC(=O)N[C@@H](C(C)(C)C)C(=O)O (N-(Methoxycarbonyl)-(L)-tert-leucine), BrC1=CC=C(CNN)C=C1 (4-bromo-benzylhydrazine). Run in CCOC(=O)C (EtOAc), CCOC(=O)C (EtOAc). Reaction conditions: time 30 minute. Product: COC(N[C@@H](C(C)(C)C)C(=O)NNCC1=CC=C(C=C1)Br)=O ({(1S)-1-[N′-(4-Bromo-benzyl)-hydrazinocarbonyl]-2,2-dimethyl-propyl}-carbamic acid methyl ester). Isolated yield 54.0%. RXN SMILES: [CH3:1][O:2][C:3]([NH:5][C@H:6]([C:11]([OH:13])=O)[C:7]([CH3:10])([CH3:9])[CH3:8])=[O:4].CCN=C=NCCCN(C)C.C1C=CC2N(O)N=NC=2C=1.CN1CCOCC1.[Br:42][C:43]1[CH:51]=[CH:50][C:46]([CH2:47][NH:48][NH2:49])=[CH:45][CH:44]=1>CCOC(C)=O>[CH3:1][O:2][C:3](=[O:4])[NH:5][C@H:6]([C:11]([NH:49][NH:48][CH2:47][C:46]1[CH:50]=[CH:51][C:43]([Br:42])=[CH:44][CH:45]=1)=[O:13])[C:7]([CH3:10])([CH3:9])[CH3:8]. Procedure details: N-(Methoxycarbonyl)-(L)-tert-leucine (J. Med. Chem., 41, 3387-3401, 1998) (1.74 g, 9.20 mmol) was dissolved in EtOAc (50 mL) and EDAC (1.94 g, 10.1 mmol), HOBT (1.37 g, 10.1 mmol), and NMM (1.11 mL, 10.1 mmol) were added. The reaction mixture was stirred at room temperature for 30 min and then 4-bromo-benzylhydrazine (prepared as described in Zh. Org. Khim., 28, 43-50, 1992) (2.31 g, 11.5 mmol) in EtOAc (20 mL) was added and the stirring was continued over night. The reaction mixture was washed ... Reactants: OC1=CC=C(CC#N)C=C1 (4-hydroxybenzyl cyanide), O (water). The solvent is C(C)O (ethanol). The product is OC1=CC=C(C=C1)CC(=O)N (4-hydroxy phenylacetamide). Yield: 98.4%. Reaction SMILES: [OH:1][C:2]1[CH:10]=[CH:9][C:5]([CH2:6][C:7]#[N:8])=[CH:4][CH:3]=1.[OH2:11]>C(O)C>[OH:1][C:2]1[CH:10]=[CH:9][C:5]([CH2:6][C:7]([NH2:8])=[O:11])=[CH:4][CH:3]=1. Reported procedure: (0.0032 g, 0.007 mmol) of the platinum complex, prepared as in Example 1, was stirred with 4-hydroxybenzyl cyanide (1.0 g, 7.5 mmol) and 5 ml (0.28 mol) of water and 5 ml ethanol and the mixture heated under reflux for 18 hours. After cooling the liquids were removed using a rotary evaporator to give 4-hydroxy phenylacetamide (1.116 g) corresponding to 98% yield. Starting materials: CN1C(C=C(C=C1C)OS(=O)(=O)C(F)(F)F)=O (1,6-dimethyl-4-(trifluoromethanesulphonyloxy)-2-pyridone), C(C)C1CNC2=CC=CC=C12 (3-ethylindoline). Conditions: temperature 150 celsius. Product: CN1C(C=C(C=C1C)N1CC(C2=CC=CC=C12)CC)=O (1,6-dimethyl-4-(3-ethylindolin-1-yl)-2-pyridone), hemi-trifluoromethylsulphonate. Isolated yield 62.0%. RXN SMILES: [CH3:1][N:2]1[C:7]([CH3:8])=[CH:6][C:5](OS(C(F)(F)F)(=O)=O)=[CH:4][C:3]1=[O:17].[CH2:18]([CH:20]1[C:28]2[C:23](=[CH:24][CH:25]=[CH:26][CH:27]=2)[NH:22][CH2:21]1)[CH3:19]>>[CH3:1][N:2]1[C:7]([CH3:8])=[CH:6][C:5]([N:22]2[C:23]3[C:28](=[CH:27][CH:26]=[CH:25][CH:24]=3)[CH:20]([CH2:18][CH3:19])[CH2:21]2)=[CH:4][C:3]1=[O:17]. Reported procedure: A mixture of 1,6-dimethyl-4-(trifluoromethanesulphonyloxy)-2-pyridone (1.5 g, 5.5 mM) and 3-ethylindoline (1.22 g, 83 mM) was heated at an external temperature of 150° C. under argon for 3 hours. The solution was cooled. The residue was triturated with acetone to afford a solid which was collected by filtration. This solid was washed with acetone to give 1,6-dimethyl-4-(3-ethylindolin-1-yl)-2-pyridone as the hemi-trifluoromethylsulphonate salt; (1.76 g, 62% yield); m.p. 174°-175° C.; microanalys...